This data is from the Open Reaction Database (ORD), a public repository of structured organic reaction records. The task is: describe an organic reaction: reactants, conditions, products, and yield Starting materials: COc1cc2c(cc1OC)C(=O)C(Br)C2, CCO, N#C[K], O. RXN SMILES: [Br:1][CH:2]1[C:3](=[O:15])[c:4]2[cH:5][c:6]([O:13][CH3:14])[c:7]([O:11][CH3:12])[cH:8][c:9]2[CH2:10]1.[CH3:19][CH2:20][OH:21].[K:16][C:17]#[N:18].[OH2:22]>>[CH:2]1([C:17]#[N:18])[C:3](=[O:15])[c:4]2[cH:5][c:6]([O:13][CH3:14])[c:7]([O:11][CH3:12])[cH:8][c:9]2[CH2:10]1. The product is COc1cc2c(cc1OC)C(=O)C(C#N)C2.